Dataset: the Open Reaction Database (ORD), a public repository of structured organic reaction records. Task: describe an organic reaction: reactants, conditions, products, and yield Starting materials: C1CCOC1, CC(=O)O, O=C1N(c2ccc(C3CC3)cc2)CCC12CCNCC2, O, O=CCCc1ccccc1. The product is O=C1N(c2ccc(C3CC3)cc2)CCC12CCN(CCCc1ccccc1)CC2. Reaction SMILES: [CH2:36]1[O:37][CH2:38][CH2:39][CH2:40]1.[CH3:21][C:22](=[O:23])[OH:24].[CH:1]1([c:4]2[cH:5][cH:6][c:7]([N:10]3[C:11](=[O:20])[C:12]4([CH2:13][CH2:14]3)[CH2:15][CH2:16][NH:17][CH2:18][CH2:19]4)[cH:8][cH:9]2)[CH2:2][CH2:3]1.[OH2:35].[c:25]1([CH2:31][CH2:32][CH:33]=[O:34])[cH:26][cH:27][cH:28][cH:29][cH:30]1>>[CH:1]1([c:4]2[cH:5][cH:6][c:7]([N:10]3[C:11](=[O:20])[C:12]4([CH2:13][CH2:14]3)[CH2:15][CH2:16][N:17]([CH2:33][CH2:32][CH2:31][c:25]3[cH:26][cH:27][cH:28][cH:29][cH:30]3)[CH2:18][CH2:19]4)[cH:8][cH:9]2)[CH2:2][CH2:3]1. The reactants are N1=CC(=CC=C1)C=O (pyridine-3-carbaldehyde), C(C)(=O)OC(C)=O (acetic anhydride), C(C)(=O)NCC(=O)O (N-acetylglycine), C(C)(=O)[O-].[Na+] (sodium acetate), Ice water. Run in CC(=O)C (acetone), C(C)(C)(C)OC (methyl tert-butyl ether). Run at temperature 50 celsius, time 30 minute. Product: CC=1OC(/C(/N1)=C/C=1C=NC=CC1)=O (2-Methyl-4-[pyridin-3-yl-(Z)-methylene]-4H-oxazol-5-one). Reaction SMILES: [N:1]1[CH:6]=[CH:5][CH:4]=[C:3]([CH:7]=O)[CH:2]=1.[C:9]([NH:12][CH2:13][C:14]([OH:16])=[O:15])(=O)[CH3:10].C([O-])(=O)C.[Na+].C(OC(=O)C)(=O)C>C(OC)(C)(C)C.CC(C)=O>[CH3:10][C:9]1[O:16][C:14](=[O:15])/[C:13](=[CH:7]/[C:3]2[CH:2]=[N:1][CH:6]=[CH:5][CH:4]=2)/[N:12]=1 |f:2.3|. Procedure details: Under nitrogen, acetone (40.0 l), followed by pyridine-3-carbaldehyde (20.0 kg, 186.9 mol), was added to N-acetylglycine (32.7 kg, 280.0 mol) and sodium acetate (15.3 kg, 186.9 mol). With stirring, acetic anhydride (40.0 l, 429.0 mol) was added. Within 30 min, the reaction mixture was heated to reflux temperature and then stirred under reflux for 1.5 h. This gave a thin reddish suspension. The suspension was cooled to 50° C., and methyl tert-butyl ether (80.0 l) was then added. Ice-water (<2° C.... Reactants: OC1(C(C=2C=CN3C2C(=C1)CNC(C3)C(=O)NC3=CC=CC=C3)C(F)(F)F)CCC3=CC=CC=C3 (6-hydroxy-6-phenethyl-N-phenyl-7-(trifluoromethyl)-3,4,6,7-tetrahydro-[1,4]diazepino[6,7,1-hi]indole-2(1H)-carboxamide), S(=O)(Cl)Cl (thionyl chloride). The solvent is N1=CC=CC=C1 (pyridine). Product: C(CC1=CC=CC=C1)C=1C(=C2C=CN3C2=C(C1)CNC(C3)C(=O)NC3=CC=CC=C3)C(F)(F)F (6-phenethyl-N-phenyl-7-(trifluoromethyl)-3,4-dihydro-[1,4]diazepino[6,7,1-hi]indole-2(1H)-carboxamide). RXN SMILES: O[C:2]1([CH2:28][CH2:29][C:30]2[CH:35]=[CH:34][CH:33]=[CH:32][CH:31]=2)[CH:10]=[C:9]2[CH2:11][NH:12][CH:13]([C:15]([NH:17][C:18]3[CH:23]=[CH:22][CH:21]=[CH:20][CH:19]=3)=[O:16])[CH2:14][N:7]3[C:8]2=[C:4]([CH:5]=[CH:6]3)[CH:3]1[C:24]([F:27])([F:26])[F:25].S(Cl)(Cl)=O>N1C=CC=CC=1>[CH2:28]([C:2]1[C:3]([C:24]([F:26])([F:27])[F:25])=[C:4]2[C:8]3=[C:9]([CH2:11][NH:12][CH:13]([C:15]([NH:17][C:18]4[CH:19]=[CH:20][CH:21]=[CH:22][CH:23]=4)=[O:16])[CH2:14][N:7]3[CH:6]=[CH:5]2)[CH:10]=1)[CH2:29][C:30]1[CH:31]=[CH:32][CH:33]=[CH:34][CH:35]=1. Procedure details: The 6-hydroxy-6-phenethyl-N-phenyl-7-(trifluoromethyl)-3,4,6,7-tetrahydro-[1,4]diazepino[6,7,1-hi]indole-2(1H)-carboxamide was further processed with thionyl chloride and pyridine as described in Example 1, above to yield 6-phenethyl-N-phenyl-7-(trifluoromethyl)-3,4-dihydro-[1,4]diazepino[6,7,1-hi]indole-2(1H)-carboxamide (5 mg). Procedure: Benzenesulfonyl chloride (7.66 ml, 0.06 mole) is added with stirrin to a 9.2 g (0.075 mole) of nicotinic acid in 30 ml of pyridine, and then 15.2 g (0.05 mole) of 4-(4-chlorophenylbutoxy)phenethyl alcohol is added to the solution. The mixture is stirred as discribed in Example 1. The reaction mixture is poured into water, and extracted with chloroform, the chloroform layer is washed with potassium carbonate solution and water. The chloroform is removed to give a red-syrup. The red-syrup is purif... The solvent is N1=CC=CC=C1 (pyridine). Yields the product C(C1=CN=CC=C1)(=O)OCCC1=CC=C(C=C1)OCCCCC1=CC=C(C=C1)Cl (4-[4-(4-Chlorophenyl)butoxy]phenethyl nicotinate). Yield: 53.7%. Reaction SMILES: C1(S(Cl)(=O)=O)C=CC=CC=1.[C:11]([OH:19])(=[O:18])[C:12]1[CH:17]=[CH:16][CH:15]=[N:14][CH:13]=1.[Cl:20][C:21]1[CH:26]=[CH:25][C:24]([CH2:27][CH2:28][CH2:29][CH2:30][O:31][C:32]2[CH:40]=[CH:39][C:35]([CH2:36][CH2:37]O)=[CH:34][CH:33]=2)=[CH:23][CH:22]=1.O>N1C=CC=CC=1>[C:11]([O:19][CH2:37][CH2:36][C:35]1[CH:34]=[CH:33][C:32]([O:31][CH2:30][CH2:29][CH2:28][CH2:27][C:24]2[CH:25]=[CH:26][C:21]([Cl:20])=[CH:22][CH:23]=2)=[CH:40][CH:39]=1)(=[O:18])[C:12]1[CH:17]=[CH:16][CH:15]=[N:14][CH:13]=1. The reactants are C1(=CC=CC=C1)S(=O)(=O)Cl (Benzenesulfonyl chloride), O (water), C(C1=CN=CC=C1)(=O)O (nicotinic acid), ClC1=CC=C(C=C1)CCCCOC1=CC=C(CCO)C=C1 (4-(4-chlorophenylbutoxy)phenethyl alcohol). The reactants are C1(=CC=CC=C1)C1=NC(=CC(N1)=O)C1=CC=CC=C1 (2,6-diphenyl-4(3H)-pyrimidinone), BrN1C(CCC1=O)=O (N-bromosuccinimide). Solvent: C(C)(=O)O (acetic acid). Run at time 60 hour. Yields the product BrC=1C(NC(=NC1C1=CC=CC=C1)C1=CC=CC=C1)=O (5-bromo-2,6-diphenyl-4(3H)-pyrimidinone). Yield: 48.3%. As a reaction SMILES: [C:1]1([C:7]2[NH:12][C:11](=[O:13])[CH:10]=[C:9]([C:14]3[CH:19]=[CH:18][CH:17]=[CH:16][CH:15]=3)[N:8]=2)[CH:6]=[CH:5][CH:4]=[CH:3][CH:2]=1.[Br:20]N1C(=O)CCC1=O>C(O)(=O)C>[Br:20][C:10]1[C:11](=[O:13])[NH:12][C:7]([C:1]2[CH:2]=[CH:3][CH:4]=[CH:5][CH:6]=2)=[N:8][C:9]=1[C:14]1[CH:15]=[CH:16][CH:17]=[CH:18][CH:19]=1. Reported procedure: To a suspension of 13.37 g (56 mmol) of 2,6-diphenyl-4(3H)-pyrimidinone and 200 mL glacial acetic acid was added 15.1 g (84.8 mmol) of N-bromosuccinimide and the mixture was left to stir at room temperature for 60 h. The reaction was poured onto 100 g crushed ice and vacuum filtered, washing well with water, then air dried to yield 8.85 g (48%) 5-bromo-2,6-diphenyl-4(3H)-pyrimidinone, as a white solid. 1H-NMR (d6DMSO) δ 7.55(6H,m); 7.75(2H,m); 8.15(2H,m). The reactants are COc1ccc(-c2cc3cccc-3oc2CC(=O)O)cc1, CC(=O)O, I. The product is O=C(O)Cc1oc2cccc-2cc1-c1ccc(O)cc1. Reaction SMILES: [CH3:1][O:2][c:3]1[cH:4][cH:5][c:6](-[c:9]2[c:10]([CH2:18][C:19](=[O:20])[OH:21])[o:11][c:12]3[cH:16][cH:15][cH:14][c:13]-3[cH:17]2)[cH:7][cH:8]1.[CH3:23][C:24](=[O:25])[OH:26].[IH:22]>>[OH:2][c:3]1[cH:4][cH:5][c:6](-[c:9]2[c:10]([CH2:18][C:19](=[O:20])[OH:21])[o:11][c:12]3[cH:16][cH:15][cH:14][c:13]-3[cH:17]2)[cH:7][cH:8]1. Starting materials: CC(C)=O, OC(Cc1ccccc1)c1ccc(Cl)c(Cl)c1, O=[Cr](=O)(O)O, O, O=S(=O)(O)O. Yields the product O=C(Cc1ccccc1)c1ccc(Cl)c(Cl)c1. RXN SMILES: [CH3:18][C:19](=[O:20])[CH3:21].[Cl:1][c:2]1[cH:3][c:4]([CH:9]([OH:10])[CH2:11][c:12]2[cH:13][cH:14][cH:15][cH:16][cH:17]2)[cH:5][cH:6][c:7]1[Cl:8].[Cr:22]([OH:23])([OH:24])(=[O:25])=[O:26].[OH2:32].[S:27](=[O:28])(=[O:29])([OH:30])[OH:31]>>[Cl:1][c:2]1[cH:3][c:4]([C:9](=[O:10])[CH2:11][c:12]2[cH:13][cH:14][cH:15][cH:16][cH:17]2)[cH:5][cH:6][c:7]1[Cl:8]. Starting materials: COC(=O)CP(=O)(OCC(F)(F)F)OCC(F)(F)F, C[Si](C)(C)[N-][Si](C)(C)C, [Cl-], O=C(c1ccc(Cl)cc1)C(F)(F)F, O=CC=CC#Cc1ccc(C(F)(F)F)cc1, [K+], [NH4+], C1COCCOCCOCCOCCOCCO1, C1CCOC1, Cc1ccccc1. Reaction SMILES: [CH3:1][O:2][C:3](=[O:4])[CH2:5][P:6](=[O:7])([O:8][CH2:9][C:10]([F:11])([F:12])[F:13])[O:14][CH2:15][C:16]([F:17])([F:18])[F:19].[CH3:27][Si:28]([CH3:29])([CH3:30])[N-:31][Si:32]([CH3:33])([CH3:34])[CH3:35].[Cl-:68].[Cl:55][c:56]1[cH:57][cH:58][c:59]([C:62]([C:63]([F:64])([F:65])[F:66])=[O:67])[cH:60][cH:61]1.[F:70][C:71]([F:72])([F:73])[c:74]1[cH:75][cH:76][c:77]([C:78]#[C:79][CH:80]=[CH:81][CH:82]=[O:83])[cH:84][cH:85]1.[K+:36].[NH4+:69].[O:37]1[CH2:38][CH2:39][O:40][CH2:41][CH2:42][O:43][CH2:44][CH2:45][O:46][CH2:47][CH2:48][O:49][CH2:50][CH2:51][O:52][CH2:53][CH2:54]1.[O:86]1[CH2:87][CH2:88][CH2:89][CH2:90]1.[c:20]1([CH3:21])[cH:22][cH:23][cH:24][cH:25][cH:26]1>>[CH3:1][O:2][C:3](=[O:4])[CH:5]=[C:62]([c:59]1[cH:58][cH:57][c:56]([Cl:55])[cH:61][cH:60]1)[C:63]([F:64])([F:65])[F:66]. Yields the product COC(=O)C=C(c1ccc(Cl)cc1)C(F)(F)F. The reactants are C1(CC1)C=1C=CC(=NC1OCC1CC1)C(=O)O (5-cyclopropyl-6-cyclopropylmethyloxy-pyridine-2-carboxylic acid), Cl.N[C@@H](C(=O)NC)C1=CC=CC=C1 ((αR)-α-amino-N-methyl-benzeneacetamide hydrochloride), CO (MeOH). Solvent: CCCCCCC (heptane). Product: CNC(=O)C(C1=CC=CC=C1)NC(=O)C1=NC(=C(C=C1)C1CC1)OCC1CC1 (5-Cyclopropyl-6-cyclopropylmethoxy-pyridine-2-carboxylic acid ((−)-methylcarbamoyl-phenyl-methyl)-amide). Reaction SMILES: [CH:1]1([C:4]2[CH:5]=[CH:6][C:7]([C:15]([OH:17])=O)=[N:8][C:9]=2[O:10][CH2:11][CH:12]2[CH2:14][CH2:13]2)[CH2:3][CH2:2]1.Cl.[NH2:19][C@H:20]([C:25]1[CH:30]=[CH:29][CH:28]=[CH:27][CH:26]=1)[C:21]([NH:23][CH3:24])=[O:22].CO>CCCCCCC>[CH3:24][NH:23][C:21]([CH:20]([NH:19][C:15]([C:7]1[CH:6]=[CH:5][C:4]([CH:1]2[CH2:2][CH2:3]2)=[C:9]([O:10][CH2:11][CH:12]2[CH2:13][CH2:14]2)[N:8]=1)=[O:17])[C:25]1[CH:30]=[CH:29][CH:28]=[CH:27][CH:26]=1)=[O:22] |f:1.2|. Procedure: The title compound was synthesized in analogy to Example 1, using 5-cyclopropyl-6-cyclopropylmethyloxy-pyridine-2-carboxylic acid (Example 42 a) and (αR)-α-amino-N-methyl-benzeneacetamide hydrochloride (1:1) (CAN 97549-10-5) as starting materials. Racemization occurred during the synthesis and the product was isolated by chiral chromatography on Chiralpak AD using heptane/20% ethanol as eluent. The (−)-enantiomer was isolated. LC-MS (UV peak area/ESI) 100%, 380.1968 (M+H)+, αD20 (MeOH)=−6.0°.